From a dataset of the Open Reaction Database (ORD), a public repository of structured organic reaction records. describe an organic reaction: reactants, conditions, products, and yield The reactants are [OH-].[Na+] (NaOH), C(CCC)C1=NC2(C(N1CC1=CC=C(C=C1)C1=C(C=CC=C1)C#N)=O)CCCC2 (2-n-butyl-3-[(2′-cyanobiphenyl-4-yl)methyl]-1,3-diazaspiro-[4,4]-non-1-en-4-one), [N-]=[N+]=[N-].[Na+] (sodium azide), N1CCNCC1 (piperazine). The solvent is CN1C(CCC1)=O (1-methylpyrrolidin-2-one), O (water). Yields the product CCCCC1=NC2(CCCC2)C(=O)N1CC=3C=CC(=CC3)C=4C=CC=CC4C5=NNN=N5 (irbesartan). The yield is 22.5%. Reaction SMILES: [CH2:1]([C:5]1[N:9]([CH2:10][C:11]2[CH:16]=[CH:15][C:14]([C:17]3[CH:22]=[CH:21][CH:20]=[CH:19][C:18]=3[C:23]#[N:24])=[CH:13][CH:12]=2)[C:8](=[O:25])[C:7]2([CH2:29][CH2:28][CH2:27][CH2:26]2)[N:6]=1)[CH2:2][CH2:3][CH3:4].[N-:30]=[N+:31]=[N-:32].[Na+].N1CCNCC1.[OH-].[Na+]>CN1CCCC1=O.O>[CH3:4][CH2:3][CH2:2][CH2:1][C:5]1[N:9]([CH2:10][C:11]2[CH:16]=[CH:15][C:14]([C:17]3[CH:22]=[CH:21][CH:20]=[CH:19][C:18]=3[C:23]3[N:32]=[N:31][NH:30][N:24]=3)=[CH:13][CH:12]=2)[C:8](=[O:25])[C:7]2([CH2:26][CH2:27][CH2:28][CH2:29]2)[N:6]=1 |f:1.2,4.5|. Reported procedure: A mixture of 2-n-butyl-3-[(2′-cyanobiphenyl-4-yl)methyl]-1,3-diazaspiro-[4,4]-non-1-en-4-one (10 g), sodium azide (7.7 g) and piperazine (10.2 g) in 1-methylpyrrolidin-2-one (30 ml) was refluxed for 7 hours under stirring. The reaction was cooled to room temperature and 20 ml water was added. The reaction mixture was adjusted to pH of about 12 using 10% NaOH solution. The alkaline solution was washed with toluene (15 ml) and the aqueous phase was neutralized to pH of 6.5 using concentrated HCl. ... Starting materials: C(C)(C)C1=C(C(=CC(=C1)C(C)C)C(C)C)C(C)=O ((2,4,6-triisopropylphenyl)ethanone), [Br-].[Br-].[Br-].C(CCC)[N+](CCCC)(CCCC)CCCC.C(CCC)[N+](CCCC)(CCCC)CCCC.C(CCC)[N+](CCCC)(CCCC)CCCC (tetrabutylammoniumtribromide). Run in C(C)#N (acetonitrile). Conditions: time 3 hour. The product is BrCC(=O)C1=C(C=C(C=C1C(C)C)C(C)C)C(C)C (2-bromo-1-(2,4,6-triisopropylphenyl)ethanone). Isolated yield 100.0%. As a reaction SMILES: [CH:1]([C:4]1[CH:9]=[C:8]([CH:10]([CH3:12])[CH3:11])[CH:7]=[C:6]([CH:13]([CH3:15])[CH3:14])[C:5]=1[C:16](=[O:18])[CH3:17])([CH3:3])[CH3:2].[Br-:19].[Br-].[Br-].C([N+](CCCC)(CCCC)CCCC)CCC.C([N+](CCCC)(CCCC)CCCC)CCC.C([N+](CCCC)(CCCC)CCCC)CCC>C(#N)C>[Br:19][CH2:17][C:16]([C:5]1[C:4]([CH:1]([CH3:3])[CH3:2])=[CH:9][C:8]([CH:10]([CH3:11])[CH3:12])=[CH:7][C:6]=1[CH:13]([CH3:15])[CH3:14])=[O:18] |f:1.2.3.4.5.6|. Procedure details: To a solution of 1 (2,4,6-triisopropylphenyl)ethanone (10.0 g, 65.3 mmol) in acetonitrile (81 mL) was added tetrabutylammoniumtribromide (TBABr3, 19.6 g, 40.6 mmol). The reaction was stirred at room temperature for 3.0 h. The solution was concentrated under reduced pressure, added with water, and extracted with ethyl acetate. The organic layer was washed with brine, dried over anhydrous MgSO4(s), and concentrated under reduced pressure to give 2-bromo-1-(2,4,6-triisopropylphenyl)ethanone (13.2 g... Reactants: CCCC1CN(Cc2cc(Cl)ccc2OCC(=O)O)CCN1S(=O)(=O)c1ccccc1, O=C(Cl)Cc1ccccc1. Yields the product CCCC1CN(Cc2cc(Cl)ccc2OCC(=O)O)CCN1C(=O)Cc1ccccc1. RXN SMILES: [Cl:1][c:2]1[cH:3][c:4]([CH2:13][N:14]2[CH2:15][CH:16]([CH2:29][CH2:30][CH3:31])[N:17]([S:20]([c:21]3[cH:22][cH:23][cH:24][cH:25][cH:26]3)(=[O:27])=[O:28])[CH2:18][CH2:19]2)[c:5]([O:6][CH2:7][C:8](=[O:9])[OH:10])[cH:11][cH:12]1.[c:32]1([CH2:38][C:39](=[O:40])[Cl:41])[cH:33][cH:34][cH:35][cH:36][cH:37]1>>[Cl:1][c:2]1[cH:3][c:4]([CH2:13][N:14]2[CH2:15][CH:16]([CH2:29][CH2:30][CH3:31])[N:17]([C:39]([CH2:38][c:32]3[cH:33][cH:34][cH:35][cH:36][cH:37]3)=[O:40])[CH2:18][CH2:19]2)[c:5]([O:6][CH2:7][C:8](=[O:9])[OH:10])[cH:11][cH:12]1. Reactants: C[Si](C)(C)C=[N+]=[N-], CCOCC, C=C(c1ccccc1)c1ccc2nc(-c3ccc(C4OCCCO4)cc3F)sc2c1, C1COCCO1. Product: C[Si](C)(C)C1CC1(c1ccccc1)c1ccc2nc(-c3ccc(C4OCCCO4)cc3F)sc2c1. RXN SMILES: [CH3:1][Si:2]([CH3:3])([CH3:4])[CH:5]=[N+:6]=[N-:7].[CH3:8][CH2:9][O:10][CH2:11][CH3:12].[O:13]1[CH:14]([c:19]2[cH:20][c:21]([F:42])[c:22](-[c:25]3[s:26][c:27]4[c:28]([n:29]3)[cH:30][cH:31][c:32]([C:34](=[CH2:35])[c:36]3[cH:37][cH:38][cH:39][cH:40][cH:41]3)[cH:33]4)[cH:23][cH:24]2)[O:15][CH2:16][CH2:17][CH2:18]1.[O:43]1[CH2:44][CH2:45][O:46][CH2:47][CH2:48]1>>[CH3:1][Si:2]([CH3:3])([CH3:4])[CH:5]1[C:34]([c:32]2[cH:31][cH:30][c:28]3[c:27]([s:26][c:25](-[c:22]4[c:21]([F:42])[cH:20][c:19]([CH:14]5[O:13][CH2:18][CH2:17][CH2:16][O:15]5)[cH:24][cH:23]4)[n:29]3)[cH:33]2)([c:36]2[cH:37][cH:38][cH:39][cH:40][cH:41]2)[CH2:35]1.